From a dataset of the Open Reaction Database (ORD), a public repository of structured organic reaction records. describe an organic reaction: reactants, conditions, products, and yield Product: CC(N)C(C)NS(=O)(=O)c1cccc2cnccc12. RXN SMILES: [CH:21]([Cl:22])([Cl:23])[Cl:24].[NH2:1][CH:2]([CH3:3])[CH:4]([CH3:5])[NH2:6].[cH:7]1[n:8][cH:9][cH:10][c:11]2[c:12]([S:17](=[O:18])(=[O:19])[Cl:20])[cH:13][cH:14][cH:15][c:16]12>>[NH2:1][CH:2]([CH3:3])[CH:4]([CH3:5])[NH:6][S:17]([c:12]1[c:11]2[cH:10][cH:9][n:8][cH:7][c:16]2[cH:15][cH:14][cH:13]1)(=[O:18])=[O:19]. The reactants are ClC(Cl)Cl, CC(N)C(C)N, O=S(=O)(Cl)c1cccc2cnccc12. Starting materials: CC=1N=C(SC1)N (4-Methyl-1,3-thiazol-2-amine), ClC(=C(C)C)N(C)C (1-Chloro-N,N,2-trimethyl-prop-1-en-1-amine), CN(C(=O)C=1N=CC(=NC1)OC=1C=C(C(=O)O)C=C(C1)O[C@@H]1C(N(CC1)C)=O)C (3-[5-(dimethylcarbamoyl)pyrazin-2-yl]oxy-5-[(3S)-1-methyl-2-oxo-pyrrolidin-3-yl]oxy-benzoic acid), CN(C(=O)C=1N=CC(=NC1)OC=1C=C(C(=O)O)C=C(C1)O[C@@H]1C(N(CC1)C)=O)C (3-[5-(dimethylcarbamoyl)pyrazin-2-yl]oxy-5-[(3S)-1-methyl-2-oxo-pyrrolidin-3-yl]oxy-benzoic acid), N1=CC=CC=C1 (pyridine). Solvent: C(Cl)Cl (DCM). Run at time 30 minute. Product: CN(C(=O)C1=NC=C(N=C1)OC1=CC(=CC(=C1)C(NC=1SC=C(N1)C)=O)O[C@@H]1C(N(CC1)C)=O)C (N,N-Dimethyl-5-[3-[(3S)-1-methyl-2-oxo-pyrrolidin-3-yl]oxy-5-[(4-methyl-1,3-thiazol-2-yl)carbamoyl]phenoxy]pyrazine-2-carboxamide). Isolated yield 45.0%. As a reaction SMILES: ClC(N(C)C)=C(C)C.[CH3:9][N:10]([CH3:37])[C:11]([C:13]1[N:14]=[CH:15][C:16]([O:19][C:20]2[CH:21]=[C:22]([CH:26]=[C:27]([O:29][C@H:30]3[CH2:34][CH2:33][N:32]([CH3:35])[C:31]3=[O:36])[CH:28]=2)[C:23]([OH:25])=O)=[N:17][CH:18]=1)=[O:12].[CH3:38][C:39]1[N:40]=[C:41]([NH2:44])[S:42][CH:43]=1.N1C=CC=CC=1>C(Cl)Cl>[CH3:37][N:10]([CH3:9])[C:11]([C:13]1[CH:18]=[N:17][C:16]([O:19][C:20]2[CH:21]=[C:22]([C:23](=[O:25])[NH:44][C:41]3[S:42][CH:43]=[C:39]([CH3:38])[N:40]=3)[CH:26]=[C:27]([O:29][C@H:30]3[CH2:34][CH2:33][N:32]([CH3:35])[C:31]3=[O:36])[CH:28]=2)=[CH:15][N:14]=1)=[O:12]. Procedure details: 1-Chloro-N,N,2-trimethyl-prop-1-en-1-amine (0.14 mL, 1.1 mmol) was added to a solution of 3-[5-(dimethylcarbamoyl)pyrazin-2-yl]oxy-5-[(3S)-1-methyl-2-oxo-pyrrolidin-3-yl]oxy-benzoic acid (Intermediate 45) (358 mg, 0.9 mmol) in DCM (7 mL) and stirred at ambient temperature for 30 minutes. 4-Methyl-1,3-thiazol-2-amine (CAS no. 1603-91-4) (206 mg, 1.8 mmol) and pyridine (0.15 mL, 1.8 mmol) were added and the reaction stirred for 20 hours. The solvent was removed under reduced pressure. The residue ... The reactants are CC1(C2CCC(=C)C1C2)C (beta-pinene), C(C)(=O)O (acetic acid). Product: CC(=C)[C@H]1CCC(=CC1)CO (perillyl alcohol). Yield: 40.0%. Reaction SMILES: [CH3:1][C:2]1([CH3:10])[CH:8]2[CH2:9][CH:3]1[CH2:4][CH2:5][C:6]2=[CH2:7].C(O)(=[O:13])C>>[CH3:1][C:2]([C@@H:3]1[CH2:9][CH:8]=[C:6]([CH2:7][OH:13])[CH2:5][CH2:4]1)=[CH2:10]. Reported procedure: The solvent system must be polar. If the non-polar beta-pinene is used in excess as the solvent, the reaction products are only polymeric substances. For reasons not apparent, if the solvent is glacial acetic acid alone, a completely polar solvent system, perillyl alcohol is obtained in only about a 40% yield. Reactants: CCN(CC)CC1CCCCN1, CCCO, O=C1Nc2cccnc2N(C(=O)CCl)c2ccccc21, [Na+], [Na+], O=C([O-])[O-]. Product: CCN(CC)CC1CCCCN1CC(=O)N1c2ccccc2C(=O)Nc2cccnc21. Reaction SMILES: [CH2:21]([CH3:22])[N:23]([CH2:24][CH3:25])[CH2:26][CH:27]1[NH:28][CH2:29][CH2:30][CH2:31][CH2:32]1.[CH2:39]([OH:40])[CH2:41][CH3:42].[Cl:1][CH2:2][C:3](=[O:4])[N:5]1[c:6]2[c:7]([cH:17][cH:18][cH:19][n:20]2)[NH:8][C:9](=[O:16])[c:10]2[c:11]1[cH:12][cH:13][cH:14][cH:15]2.[Na+:33].[Na+:34].[O-:35][C:36](=[O:37])[O-:38]>>[CH2:2]([C:3](=[O:4])[N:5]1[c:6]2[c:7]([cH:17][cH:18][cH:19][n:20]2)[NH:8][C:9](=[O:16])[c:10]2[c:11]1[cH:12][cH:13][cH:14][cH:15]2)[N:28]1[CH:27]([CH2:26][N:23]([CH2:21][CH3:22])[CH2:24][CH3:25])[CH2:32][CH2:31][CH2:30][CH2:29]1. Starting materials: O=C(Cl)c1ccccc1, CCCCCCCCC=CCCCCCCCCCCCC(=O)N(C)CCO. The product is CCCCCCCCC=CCCCCCCCCCCCC(=O)N(C)CCOC(=O)c1ccccc1. Reaction SMILES: [C:29]([c:30]1[cH:31][cH:32][cH:33][cH:34][cH:35]1)(=[O:36])[Cl:37].[CH3:1][N:2]([C:3]([CH2:4][CH2:5][CH2:6][CH2:7][CH2:8][CH2:9][CH2:10][CH2:11][CH2:12][CH2:13][CH2:14][CH:15]=[CH:16][CH2:17][CH2:18][CH2:19][CH2:20][CH2:21][CH2:22][CH2:23][CH3:24])=[O:25])[CH2:26][CH2:27][OH:28]>>[CH3:1][N:2]([C:3]([CH2:4][CH2:5][CH2:6][CH2:7][CH2:8][CH2:9][CH2:10][CH2:11][CH2:12][CH2:13][CH2:14][CH:15]=[CH:16][CH2:17][CH2:18][CH2:19][CH2:20][CH2:21][CH2:22][CH2:23][CH3:24])=[O:25])[CH2:26][CH2:27][O:28][C:29]([c:30]1[cH:31][cH:32][cH:33][cH:34][cH:35]1)=[O:36]. Reactants: O=C([O-])[O-], CO, [Cl-], [K+], [K+], [Na+], CCCC(C)C(CC)SC(C#C[Si](C)(C)C)=Nc1ccccc1. RXN SMILES: [C:24](=[O:25])([O-:26])[O-:27].[CH3:32][OH:33].[Cl-:31].[K+:28].[K+:29].[Na+:30].[c:1]1([N:7]=[C:8]([C:9]#[C:10][Si:11]([CH3:12])([CH3:13])[CH3:14])[S:15][CH:16]([CH:17]([CH2:18][CH2:19][CH3:20])[CH3:21])[CH2:22][CH3:23])[cH:2][cH:3][cH:4][cH:5][cH:6]1>>[c:1]1([N:7]=[C:8]([C:9]#[CH:10])[S:15][CH:16]([CH:17]([CH2:18][CH2:19][CH3:20])[CH3:21])[CH2:22][CH3:23])[cH:2][cH:3][cH:4][cH:5][cH:6]1. Product: C#CC(=Nc1ccccc1)SC(CC)C(C)CCC.